This data is from the Open Reaction Database (ORD), a public repository of structured organic reaction records. The task is: describe an organic reaction: reactants, conditions, products, and yield Reactants: COC=1C(=C(C=CC1OC)B(O)O)COC (3,4-dimethoxy-2-(methoxymethyl)phenylboronic acid), COC=1C(=C(C=CC1OC)B(O)O)COC (3,4-dimethoxy-2-(methoxymethyl)phenylboronic acid), C([O-])([O-])=O.[Cs+].[Cs+] (cesium carbonate), BrC1=C2CCC(C2=CC=C1)=O (4-bromo-indan-1-one), CN(C=O)C (dimethylformamide). Reagents/catalysts: C=1C=CC(=CC1)[P](C=2C=CC=CC2)(C=3C=CC=CC3)[Pd]([P](C=4C=CC=CC4)(C=5C=CC=CC5)C=6C=CC=CC6)([P](C=7C=CC=CC7)(C=8C=CC=CC8)C=9C=CC=CC9)[P](C=1C=CC=CC1)(C=1C=CC=CC1)C=1C=CC=CC1 (tetrakis(triphenylphosphine)palladium(0)). Reaction conditions: temperature 90 celsius. The product is COC=1C(=C(C=CC1OC)C1=C2CCC(C2=CC=C1)=O)OCOC (4-(3,4-Dimethoxy-2-methoxymethoxy-phenyl)-indan-1-one). RXN SMILES: [CH3:1][O:2][C:3]1[C:4]([CH2:14]OC)=[C:5](B(O)O)[CH:6]=[CH:7][C:8]=1[O:9][CH3:10].[C:17](=[O:20])([O-])[O-].[Cs+].[Cs+].BrC1[CH:32]=[CH:31][CH:30]=[C:29]2[C:25]=1[CH2:26][CH2:27][C:28]2=[O:33].CN(C)[CH:36]=[O:37]>C1C=CC([P]([Pd]([P](C2C=CC=CC=2)(C2C=CC=CC=2)C2C=CC=CC=2)([P](C2C=CC=CC=2)(C2C=CC=CC=2)C2C=CC=CC=2)[P](C2C=CC=CC=2)(C2C=CC=CC=2)C2C=CC=CC=2)(C2C=CC=CC=2)C2C=CC=CC=2)=CC=1>[CH3:10][O:9][C:8]1[C:3]([O:2][CH2:1][O:20][CH3:17])=[C:4]([C:14]2[CH:32]=[CH:31][CH:30]=[C:29]3[C:25]=2[CH2:26][CH2:27][C:28]3=[O:33])[CH:5]=[CH:6][C:7]=1[O:37][CH3:36] |f:1.2.3,^1:42,44,63,82|. Reported procedure: To a stirring solution 3,4-dimethoxy-2-(methoxymethyl)phenylboronic acid (Compound 301)(1 g, 0.186 mmol) in dimethylformamide under nitrogen atmosphere, were added cesium carbonate (4.5 g, 13.84 mmol), tetrakis(triphenylphosphine)palladium(0) (269 mg, 0.232 mmol) and 4-bromo-indan-1-one (1.35 g, 5.57 mmol) and the resultant reaction mixture was heated to 90° C. for 4 h. The reaction mixture was filtered off and the filtrate was extracted with ethyl acetate (3×). The combined ethyl acetate layer ... Reactants: C1CCC(CC1)N(CC(=O)N[C@@H](CCCN=C(N)N)C(=O)O)C(=O)[C@H]2CC3=CC=CC=C3CN2C(=O)[C@H](CO)NC(=O)[C@H](CC4=CC=CS4)NC(=O)CNC(=O)[C@@H]5C[C@H](CN5C(=O)[C@@H]6CCCN6C(=O)[C@H](CCCN=C(N)N)NC(=O)[C@@H](CCCN=C(N)N)N)O (CP-0597), crude material. Solvent: C(C)(=O)O.O (acetic acid H2O). Product: CCC(=O)N(C=1C=CC=CC1)C2CCN(CC2)CCC=3C=CC=CC3.C1CCC(CC1)N(CC(=O)N[C@@H](CCCN=C(N)N)C(=O)O)C(=O)[C@H]2CC3=CC=CC=C3CN2C(=O)[C@H](CO)NC(=O)[C@H](CC4=CC=CS4)NC(=O)CNC(=O)[C@@H]5C[C@H](CN5C(=O)[C@@H]6CCCN6C(=O)[C@H](CCCN=C(N)N)NC(=O)[C@@H](CCCN=C(N)N)N)O (fentanyl CP-0597). Reaction SMILES: [CH2:1]1[CH2:6][CH2:5][CH:4]([N:7]([C:23]([C@@H:25]2[N:34]([C:35]([C@@H:37]([NH:40][C:41]([C@@H:43]([NH:50][C:51]([CH2:53][NH:54][C:55]([C@H:57]3[N:61]([C:62]([C@H:64]4[N:68]([C:69]([C@@H:71]([NH:79][C:80]([C@H:82]([NH2:90])[CH2:83][CH2:84][CH2:85][N:86]=[C:87]([NH2:89])[NH2:88])=[O:81])[CH2:72][CH2:73][CH2:74][N:75]=[C:76]([NH2:78])[NH2:77])=[O:70])[CH2:67][CH2:66][CH2:65]4)=[O:63])[CH2:60][C@H:59]([OH:91])[CH2:58]3)=[O:56])=[O:52])[CH2:44][C:45]3[S:49][CH:48]=[CH:47][CH:46]=3)=[O:42])[CH2:38][OH:39])=[O:36])[CH2:33][C:32]3[C:27](=[CH:28][CH:29]=[CH:30][CH:31]=3)[CH2:26]2)=[O:24])[CH2:8][C:9]([NH:11][C@H:12]([C:20]([OH:22])=[O:21])[CH2:13][CH2:14][CH2:15][N:16]=[C:17]([NH2:19])[NH2:18])=[O:10])[CH2:3][CH2:2]1>C(O)(=O)C.O>[CH3:26][CH2:25][C:23]([N:7]([CH:8]1[CH2:9][CH2:33][N:34]([CH2:25][CH2:26][C:27]2[CH:28]=[CH:29][CH:30]=[CH:31][CH:32]=2)[CH2:35][CH2:37]1)[C:4]1[CH:5]=[CH:6][CH:1]=[CH:2][CH:3]=1)=[O:24].[CH2:1]1[CH2:6][CH2:5][CH:4]([N:7]([C:23]([C@@H:25]2[N:34]([C:35]([C@@H:37]([NH:40][C:41]([C@@H:43]([NH:50][C:51]([CH2:53][NH:54][C:55]([C@H:57]3[N:61]([C:62]([C@H:64]4[N:68]([C:69]([C@@H:71]([NH:79][C:80]([C@H:82]([NH2:90])[CH2:83][CH2:84][CH2:85][N:86]=[C:87]([NH2:89])[NH2:88])=[O:81])[CH2:72][CH2:73][CH2:74][N:75]=[C:76]([NH2:78])[NH2:77])=[O:70])[CH2:67][CH2:66][CH2:65]4)=[O:63])[CH2:60][C@H:59]([OH:91])[CH2:58]3)=[O:56])=[O:52])[CH2:44][C:45]3[S:49][CH:48]=[CH:47][CH:46]=3)=[O:42])[CH2:38][OH:39])=[O:36])[CH2:33][C:32]3[C:27](=[CH:28][CH:29]=[CH:30][CH:31]=3)[CH2:26]2)=[O:24])[CH2:8][C:9]([NH:11][C@H:12]([C:20]([OH:22])=[O:21])[CH2:13][CH2:14][CH2:15][N:16]=[C:17]([NH2:18])[NH2:19])=[O:10])[CH2:3][CH2:2]1 |f:1.2,3.4|. Procedure details: This heterodimer of Isomer A from Example XI and CP-0597 was prepared by a similar coupling procedure as described in Example IV. The crude material was dissolved into 10% acetic acid/H2O and purified on RP-HPLC (90:10 to 35:65, H2O:CH3CN+0.1% TFA over 55 minutes) The desired fractions were combined, evaporated and lyophilized to give 18.4 mg of the fentanyl-CP-0597 heterodimer CP-0880 as a white powder. Starting materials: N (ammonia), CC(\C=C\C(C)O)O.C(C1=CC(C(=O)Cl)=CC=C1)(=O)Cl.C(C)(=O)OC=1C=C(C=C(C(=O)Cl)C1)C(=O)Cl ((E)-Hex-3-ene-2,5-diol isophthaloyl chloride 5-acetoxy isophthaloyl chloride). The solvent is O1CCCC1 (tetrahydrofuran). Reaction conditions: time 2 hour. The product is CC(\C=C\C(C)O)O.C(C1=CC(C(=O)Cl)=CC=C1)(=O)Cl.OC=1C=C(C=C(C(=O)Cl)C1)C(=O)Cl ((E)-Hex-3-ene-2,5-diol isophthaloyl chloride 5-hydroxyisophthaloyl dichloride). RXN SMILES: N.[CH3:2][CH:3]([OH:9])/[CH:4]=[CH:5]/[CH:6]([OH:8])[CH3:7].[C:10]([Cl:21])(=[O:20])[C:11]1[CH:19]=[CH:18][CH:17]=[C:13]([C:14]([Cl:16])=[O:15])[CH:12]=1.C([O:25][C:26]1[CH:27]=[C:28]([C:35]([Cl:37])=[O:36])[CH:29]=[C:30]([CH:34]=1)[C:31]([Cl:33])=[O:32])(=O)C>O1CCCC1>[CH3:2][CH:3]([OH:9])/[CH:4]=[CH:5]/[CH:6]([OH:8])[CH3:7].[C:14]([Cl:16])(=[O:15])[C:13]1[CH:17]=[CH:18][CH:19]=[C:11]([C:10]([Cl:21])=[O:20])[CH:12]=1.[OH:25][C:26]1[CH:34]=[C:30]([C:31]([Cl:33])=[O:32])[CH:29]=[C:28]([CH:27]=1)[C:35]([Cl:37])=[O:36] |f:1.2.3,5.6.7|. Procedure: To a solution of methanolic ammonia (20 mL, 1 N), polymer (124) dissolved in 5 mL tetrahydrofuran is added and the solution is stirred for two hours. The polymer was then precipitated in 100 mL of cold 1 N hydrochloric acid and collected by filtration. The polymer was then dried under high vacuum and was found to have a molecular weight of ˜5,000 g/mol by GPC. The reactants are ClC=1C=C(C=CC1OC1=CC(=CC=C1)C(F)(F)F)NC=1C2=C(N=CN1)C=CN2CC#CCO (4-[4-({3-chloro-4-[3-(trifluoromethyl)phenoxy]phenyl}amino)-5H-pyrrolo[3,2-d]pyrimidin-5-yl]but-2-yn-1-ol), [H-].COCCO[Al+]OCCOC.[Na+].[H-] (Sodium bis(2-methoxyethoxy)aluminum hydride), C([O-])([O-])=O.[K+].[K+] (potassium carbonate). Run in O1CCCC1 (tetrahydrofuran), C1(=CC=CC=C1)C (toluene), O1CCCC1 (tetrahydrofuran). Run at temperature 0 celsius, time 2 hour. Yields the product ClC=1C=C(C=CC1OC1=CC(=CC=C1)C(F)(F)F)NC=1C2=C(N=CN1)C=CN2C/C=C/CO ((2E)-4-[4-({3-chloro-4-[3-(trifluoromethyl)phenoxy]phenyl}amino)-5H-pyrrolo[3,2-d]pyrimidin-5-yl]but-2-en-1-ol). The yield is 74.3%. Reaction SMILES: [H-].COCCO[Al+]OCCOC.[Na+].[H-].[Cl:15][C:16]1[CH:17]=[C:18]([NH:33][C:34]2[C:35]3[N:42]([CH2:43][C:44]#[C:45][CH2:46][OH:47])[CH:41]=[CH:40][C:36]=3[N:37]=[CH:38][N:39]=2)[CH:19]=[CH:20][C:21]=1[O:22][C:23]1[CH:28]=[CH:27][CH:26]=[C:25]([C:29]([F:32])([F:31])[F:30])[CH:24]=1.C(=O)([O-])[O-].[K+].[K+]>C1(C)C=CC=CC=1.O1CCCC1>[Cl:15][C:16]1[CH:17]=[C:18]([NH:33][C:34]2[C:35]3[N:42]([CH2:43]/[CH:44]=[CH:45]/[CH2:46][OH:47])[CH:41]=[CH:40][C:36]=3[N:37]=[CH:38][N:39]=2)[CH:19]=[CH:20][C:21]=1[O:22][C:23]1[CH:28]=[CH:27][CH:26]=[C:25]([C:29]([F:32])([F:31])[F:30])[CH:24]=1 |f:0.1.2.3,5.6.7|. Reported procedure: 70% Sodium bis(2-methoxyethoxy)aluminum hydride in toluene solution (0.8 mL) was dissolved in tetrahydrofuran (4 mL), and the solution was cooled to 0° C. A solution of 4-[4-({3-chloro-4-[3-(trifluoromethyl)phenoxy]phenyl}amino)-5H-pyrrolo[3,2-d]pyrimidin-5-yl]but-2-yn-1-ol (262.4 mg) in tetrahydrofuran (10 mL) was added dropwise, and the mixture was stirred at 0° C. for 2 hrs. To the reaction mixture was added 10% aqueous potassium carbonate solution and the mixture was extracted with ethyl ace... Run in CS(=O)C (dimethyl sulfoxide), O (Water), C(C)C(=O)C (methyl ethyl ketone). Procedure details: A mixture of 5-(3-chloropropyl)-10,11-dihydro-5H-dibenz[b,f]azepine (1.5 g, 0.0055 mol, prepared similarly as described in example 2) and potassium iodide (5.4 g, 0.0327 mol) in methyl ethyl ketone (100 ml) was heated at reflux temperature for 1 h and then stirred at room temperature overnight. The mixture was filtered and the solvent evaporated in vacuo. The crude halogenide was dissolved in dry dimethyl sulfoxide (15 ml) and kept. A solution of 3-acetylaminobenzoic acid ethyl ester (1.5 g, 7.4... Starting materials: ClCCCN1C2=C(CCC3=C1C=CC=C3)C=CC=C2 (5-(3-chloropropyl)-10,11-dihydro-5H-dibenz[b,f]azepine), C(C)OC(C1=CC(=CC=C1)NC(C)=O)=O (3-acetylaminobenzoic acid ethyl ester), [I-].[K+] (potassium iodide), [H-].[Na+] (sodium hydride). Conditions: time 8 hour. Product: C(C)OC(C1=CC(=CC=C1)N(CCCN1C2=C(CCC3=C1C=CC=C3)C=CC=C2)C(C)=O)=O (3-(N-acetyl-N-(3-(10,11-dihydro-5H-dibenz[b,f]azepin-5-yl)-1-propyl)-amino)benzoic acid ethyl ester). As a reaction SMILES: Cl[CH2:2][CH2:3][CH2:4][N:5]1[C:11]2[CH:12]=[CH:13][CH:14]=[CH:15][C:10]=2[CH2:9][CH2:8][C:7]2[CH:16]=[CH:17][CH:18]=[CH:19][C:6]1=2.[I-].[K+].[CH2:22]([O:24][C:25](=[O:36])[C:26]1[CH:31]=[CH:30][CH:29]=[C:28]([NH:32][C:33](=[O:35])[CH3:34])[CH:27]=1)[CH3:23].[H-].[Na+]>C(C(C)=O)C.CS(C)=O.O>[CH2:22]([O:24][C:25](=[O:36])[C:26]1[CH:31]=[CH:30][CH:29]=[C:28]([N:32]([C:33](=[O:35])[CH3:34])[CH2:2][CH2:3][CH2:4][N:5]2[C:11]3[CH:12]=[CH:13][CH:14]=[CH:15][C:10]=3[CH2:9][CH2:8][C:7]3[CH:16]=[CH:17][CH:18]=[CH:19][C:6]2=3)[CH:27]=1)[CH3:23] |f:1.2,4.5|. Starting materials: C(C1=CC=CC=C1)OC1=C(C=C(C=C1C)C=1N=CC2=C(C=C(C=C2C1)OC)OC)C (3-(4-benzyloxy-3,5-dimethylphenyl)-6,8-dimethoxy isoquinoline). Reagents/catalysts: [Pd] (Pd—C). Solvent: CO.C(C)(=O)OCC (methanol ethyl acetate). Reaction conditions: time 16 hour. Product: COC=1C=C2C=C(N=CC2=C(C1)OC)C1=CC(=C(C(=C1)C)O)C (4-(6,8-Dimethoxyisoquinolin-3-yl)-2,6-dimethylphenol). The yield is 97.0%. As a reaction SMILES: C([O:8][C:9]1[C:14]([CH3:15])=[CH:13][C:12]([C:16]2[N:17]=[CH:18][C:19]3[C:24]([CH:25]=2)=[CH:23][C:22]([O:26][CH3:27])=[CH:21][C:20]=3[O:28][CH3:29])=[CH:11][C:10]=1[CH3:30])C1C=CC=CC=1>[Pd].CO.C(OCC)(=O)C>[CH3:27][O:26][C:22]1[CH:23]=[C:24]2[C:19](=[C:20]([O:28][CH3:29])[CH:21]=1)[CH:18]=[N:17][C:16]([C:12]1[CH:13]=[C:14]([CH3:15])[C:9]([OH:8])=[C:10]([CH3:30])[CH:11]=1)=[CH:25]2 |f:2.3|. Procedure details: Phosphorousoxychloride (10 mL, 109.24 mmol) was added drop-wise at 0° C. to a stirred solution of 1-bromo-3,5-dimethoxy benzene (9.1 g, 41.9 mmol) in anhydrous DMF (40 mL). The reaction mixture was stirred at 0° C. for 10 min and then at room temperature for 30 min, then at 100° C. for 4 h. The reaction mixture was cooled to room temperature, poured into ice-cold water and kept overnight. A solid precipitated and was filtered off, washed with water and dried under vacuum to give 2-bromo-4,6-dime... Reactants: FC1=CC2=C(C(=NO2)C2CCNCC2)C=C1 (4-(6-fluoro-1,2-benzisoxazol-3-yl)piperidine), KCO3, C=1(C(=CC=CC1)S(=O)(=O)C1(C(C2=CC=CC=C2C1=O)=O)C1=CC=CC=C1)C (2-toluenesulfonyl-2-phenyl-1,3-indandione). Solvent: C(C)#N (acetonitrile). The product is FC1=CC2=C(C(=NO2)C2CCN(CC2)CCC2(C(C3=CC=CC=C3C2=O)=O)C2=CC=CC=C2)C=C1 (2-[2-[4-(6-Fluoro-1,2-benzisoxazol-3-yl)-1-piperidinyl]ethyl]-2-phenyl-1,3-indandione). Reaction SMILES: [F:1][C:2]1[CH:16]=[CH:15][C:5]2[C:6]([CH:9]3[CH2:14][CH2:13][NH:12][CH2:11][CH2:10]3)=[N:7][O:8][C:4]=2[CH:3]=1.C1(C)C(S([C:26]2([C:37]3C=CC=C[CH:38]=3)[C:34](=[O:35])[C:33]3[C:28](=[CH:29][CH:30]=[CH:31][CH:32]=3)[C:27]2=[O:36])(=O)=O)=CC=CC=1>C(#N)C>[F:1][C:2]1[CH:16]=[CH:15][C:5]2[C:6]([CH:9]3[CH2:10][CH2:11][N:12]([CH2:38][CH2:37][C:26]4([C:2]5[CH:16]=[CH:15][CH:5]=[CH:4][CH:3]=5)[C:34](=[O:35])[C:33]5[C:28](=[CH:29][CH:30]=[CH:31][CH:32]=5)[C:27]4=[O:36])[CH2:13][CH2:14]3)=[N:7][O:8][C:4]=2[CH:3]=1. Procedure details: A mixture of 4-(6-fluoro-1,2-benzisoxazol-3-yl)piperidine (2.2 g, 10 mmol), KCO3 (1.6 g, 11.6 mmol) and 2-toluenesulfonyl-2-phenyl-1,3-indandione (4.2 g, 10 mmol) in acetonitrile (50 ml) was heated at reflux for 3 hours. The mixture was cooled and the insolubles were filtered. The solvent was removed on a rotary evaporator. The residue was purified twice using a flash chromatography column (SiO2, 45 g and 40 g; eluted with DCM). The product thus purified was recrystallized from ethanol (30 ml) a...